From a dataset of the Open Reaction Database (ORD), a public repository of structured organic reaction records. describe an organic reaction: reactants, conditions, products, and yield Starting materials: C1(=CC=CC=C1)[Li] (phenyl lithium), C(C)OC(=O)C1CCN2CCCCC12 (1-ethoxycarbonylindolizidine), [Li] (lithium), BrC1=CC=CC=C1 (bromobenzene). Run in O (water), CCOCC (ether), CCOCC (ether). Product: C1(=CC=CC=C1)C(=C1CCN2CCCCC12)C1=CC=CC=C1 (1-Diphenylmethyleneindolizidine). RXN SMILES: [C:1]1([Li])[CH:6]=[CH:5][CH:4]=[CH:3][CH:2]=1.[Li].Br[C:10]1[CH:15]=[CH:14][CH:13]=[CH:12][CH:11]=1.C(O[C:19]([CH:21]1[CH:29]2[N:24]([CH2:25][CH2:26][CH2:27][CH2:28]2)[CH2:23][CH2:22]1)=O)C>O.CCOCC>[C:1]1([C:19]([C:10]2[CH:15]=[CH:14][CH:13]=[CH:12][CH:11]=2)=[C:21]2[CH:29]3[N:24]([CH2:25][CH2:26][CH2:27][CH2:28]3)[CH2:23][CH2:22]2)[CH:6]=[CH:5][CH:4]=[CH:3][CH:2]=1 |^1:7|. Procedure: To a phenyl lithium solution prepared by dissolving 0.51 g. of metallic lithium and 6.32 g. of bromobenzene in 50 ml. of absolute ether, was dropwise added a solution of 2.40 g. of 1-ethoxycarbonylindolizidine in 20 ml. of absolute ether under ice cooling. After refluxing for about 10 mins., water was dropwise added thereto, followed by extraction with ether. The ethereal layer was further extracted with dil. hydrochloric acid. The aqueous layer was rendered alkaline with an aq. sodium hydroxide... Reactants: NC(C(O)C1=CC=C(C=C1)F)CC1=CC=C(C=C1)C(F)(F)F ((1RS,2SR)-2-amino-1-(4-fluorophenyl)-3-(4-(trifluoromethyl)phenyl)-1-propanol), COCC1=CC=C(C2=CC=CC=C12)C(=O)O (4-((methyloxy)methyl)-1-naphthalenecarboxylic acid), Cl.C(C)N=C=NCCCN(C)C (1-ethyl-3-(3-dimethylaminopropyl)carbodiimide hydrochloride), ON1N=NC2=C1C=CC=C2 (1-hydroxy-1H-benzotriazole). The solvent is O (water), C(C)#N (acetonitrile). Conditions: time 8 hour. Yields the product FC1=CC=C(C=C1)C(C(CC1=CC=C(C=C1)C(F)(F)F)NC(=O)C1=CC=C(C2=CC=CC=C12)COC)O (N-((1RS,2SR)-2-(4-fluorophenyl)-2-hydroxy-1-((4-(trifluoromethyl)phenyl)methyl)ethyl)-4-((methyloxy)methyl)-1-naphthalenecarboxamide). Yield: 69.2%. As a reaction SMILES: [NH2:1][CH:2]([CH2:12][C:13]1[CH:18]=[CH:17][C:16]([C:19]([F:22])([F:21])[F:20])=[CH:15][CH:14]=1)[CH:3]([C:5]1[CH:10]=[CH:9][C:8]([F:11])=[CH:7][CH:6]=1)[OH:4].[CH3:23][O:24][CH2:25][C:26]1[C:35]2[C:30](=[CH:31][CH:32]=[CH:33][CH:34]=2)[C:29]([C:36](O)=[O:37])=[CH:28][CH:27]=1.Cl.C(N=C=NCCCN(C)C)C.ON1C2C=CC=CC=2N=N1>C(#N)C.O>[F:11][C:8]1[CH:9]=[CH:10][C:5]([CH:3]([OH:4])[CH:2]([NH:1][C:36]([C:29]2[C:30]3[C:35](=[CH:34][CH:33]=[CH:32][CH:31]=3)[C:26]([CH2:25][O:24][CH3:23])=[CH:27][CH:28]=2)=[O:37])[CH2:12][C:13]2[CH:18]=[CH:17][C:16]([C:19]([F:22])([F:20])[F:21])=[CH:15][CH:14]=2)=[CH:6][CH:7]=1 |f:2.3|. Procedure: To a solution of (1RS,2SR)-2-amino-1-(4-fluorophenyl)-3-(4-(trifluoromethyl)phenyl)-1-propanol (300 mg, 0.96 mmol) in acetonitrile (30 ml) were added 4-((methyloxy)methyl)-1-naphthalenecarboxylic acid (207 mg, 0.96 mmol), 1-ethyl-3-(3-dimethylaminopropyl)carbodiimide hydrochloride (275 mg, 1.44 mmol) and 1-hydroxy-1H-benzotriazole (147 mg, 0.96 mmol) and the mixture was stirred overnight at room temperature. The reaction solution was diluted with water (100 ml), and extracted with ethyl acetate ... Starting materials: BrCC=1C=CC(=C(CNC(OC(C)(C)C)=O)C1)OC (t-butyl N-[5-(bromomethyl)-2-methoxybenzyl]carbamate), S1C(SCCC1)C(=O)OCC (ethyl 1,3-dithian-2-carboxylate), [H-].[Na+] (sodium hydride). Run in CN(C=O)C (N,N-dimethylformamide), C1(=CC=CC=C1)C (toluene), C(C)(=O)OCC (ethyl acetate). Reaction conditions: time 8 hour. Yields the product C(C)(C)(C)OC(=O)NCC=1C=C(CC2(SCCCS2)C(=O)OCC)C=CC1OC (Ethyl 2-(3-{[(t-butoxycarbonyl)amino]methyl}-4-methoxybenzyl)-1,3-dithian-2-carboxylate). As a reaction SMILES: Br[CH2:2][C:3]1[CH:4]=[CH:5][C:6]([O:18][CH3:19])=[C:7]([CH:17]=1)[CH2:8][NH:9][C:10](=[O:16])[O:11][C:12]([CH3:15])([CH3:14])[CH3:13].[S:20]1[CH2:25][CH2:24][CH2:23][S:22][CH:21]1[C:26]([O:28][CH2:29][CH3:30])=[O:27].[H-].[Na+]>CN(C)C=O.C1(C)C=CC=CC=1.C(OCC)(=O)C>[C:12]([O:11][C:10]([NH:9][CH2:8][C:7]1[CH:17]=[C:3]([CH:4]=[CH:5][C:6]=1[O:18][CH3:19])[CH2:2][C:21]1([C:26]([O:28][CH2:29][CH3:30])=[O:27])[S:20][CH2:25][CH2:24][CH2:23][S:22]1)=[O:16])([CH3:15])([CH3:14])[CH3:13] |f:2.3|. Procedure details: 1.76 g of t-butyl N-[5-(bromomethyl)-2-methoxybenzyl]carbamate and 0.76 ml of ethyl 1,3-dithian-2-carboxylate were dissolved in anhydrous N,N-dimethylformamide. A solution of 220 mg of 60% sodium hydride in 18 ml of toluene was added under ice-cooling, and the mixture was stirred overnight. The reaction mixture was diluted with ethyl acetate and washed with water. The organic layer was dried over anhydrous magnesium sulfate, and the solvent was evaporated. The residue was purified by silica gel ... Reaction SMILES: [F:1][C:2]([F:11])([C:7]([F:10])([F:9])[F:8])[C:3]([O:5]C)=[O:4].C[Si](C)(C)[O-].[Na+:17]>C(Cl)Cl>[F:1][C:2]([F:11])([C:7]([F:10])([F:9])[F:8])[C:3]([O-:5])=[O:4].[Na+:17] |f:1.2,4.5|. The reactants are FC(C(=O)OC)(C(F)(F)F)F (methyl perfluoropropionate), C[Si]([O-])(C)C.[Na+] (sodium trimethylsilanolate). Solvent: C(Cl)Cl (methylene chloride). Reported procedure: The procedure of Example 1 was followed using methyl perfluoropropionate (3 mL, 23.4 mmol), sodium trimethylsilanolate (2.63 g, 23.4 mmol), dry methylene chloride (100 mL), and a 1 h reaction time. Sodium perfluoropropionate (4.0 g, 92% yield) was obtained as a white solid: 1H NMR (D2O) δ -82.4 (t, J=2 Hz, CF3, 3F), -120.1 ppm (q, J=2 Hz, CF2, 2F). The product is FC(C(=O)[O-])(C(F)(F)F)F.[Na+] (Sodium perfluoropropionate). Yield: 91.9%. Yields the product [F-], NCCc1nc(Cl)ccc1C(=O)O. RXN SMILES: [Cl:29][CH2:30][Cl:31].[F:7][N:8]1[N:9]=[C:10]([F:11])[CH:12]=[C:13]([F:14])[NH:15]1.[NH2:16][CH2:17][CH2:18][c:19]1[c:20]([C:21](=[O:22])[OH:23])[cH:24][cH:25][c:26]([Cl:28])[n:27]1.[cH:1]1[cH:2][cH:3][n:4][cH:5][cH:6]1>>[F-:7].[NH2:16][CH2:17][CH2:18][c:19]1[c:20]([C:21](=[O:22])[OH:23])[cH:24][cH:25][c:26]([Cl:28])[n:27]1. Reactants: ClCCl, FC1=CC(F)=NN(F)N1, NCCc1nc(Cl)ccc1C(=O)O, c1ccncc1. Reactants: [OH-].[K+] (KOH), N#CN (cyanamide), C(=S)=S (carbon disulphide), ClCC#N (chloroacetonitrile), C(CCC)Br (n-butylbromide). Solvent: O (water), CN(C=O)C (dimethyl formamide). Conditions: time 45 minute. Yields the product C(CCC)SC=1SC(=C(N1)N)C#N (2-n-butylthio-4-amino-5-cyanothiazole). RXN SMILES: [OH-].[K+].[N:3]#[C:4][NH2:5].[CH2:6](Br)[CH2:7][CH2:8][CH3:9].Cl[CH2:12][C:13]#[N:14].[C:15](=[S:17])=[S:16]>O.CN(C)C=O>[CH2:6]([S:17][C:15]1[S:16][C:12]([C:13]#[N:14])=[C:4]([NH2:5])[N:3]=1)[CH2:7][CH2:8][CH3:9] |f:0.1|. Procedure: A concentrated solution of 128 g of KOH in approximately 80 ml of water is slowly added dropwise to a solution of 42.0 g of cyanamide in approximately 500 ml of dimethyl formamide to which 90 ml (114 g) of carbon disulphide have been added. During the addition the mixture is stirred and kept at a temperature of 0°-10° C. by cooling. After 45 minutes, 107 ml (137 g) of n-butylbromide are slowly added dropwise while cooling and stirring and, after 30 minutes, 63.5 ml (75.5 g) of chloroacetonitrile... Reactants: IC=1C=CC=2N(C1)C=C(N2)C(=O)NC2=CC=CC=C2 (6-iodo-N-phenylimidazo[1,2-a]pyridine-2-carboxamide), IC=1C=CC=2N(C1)C=C(N2)C(=O)NC2=CC=CC=C2 (6-iodo-N-phenylimidazo[1,2-a]pyridine-2-carboxamide), cuprous iodide, N1N=CN=C1 (1,2,4-triazole). Reagents/catalysts: C(C)(=O)[O-].[Pd+2].C(C)(=O)[O-] (palladium acetate). Solvent: CN(C=O)C (N,N-dimethylformamide). Yields the product C1(=CC=CC=C1)NC(=O)C=1N=C2N(C=C(C=C2)C2=NNC=N2)C1 (N-phenyl-6-(1H-1,2,4-triazol-3-yl)imidazo[1,2-a]pyridine-2-carboxamide). Isolated yield 19.1%. Reaction SMILES: I[C:2]1[CH:3]=[CH:4][C:5]2[N:6]([CH:8]=[C:9]([C:11]([NH:13][C:14]3[CH:19]=[CH:18][CH:17]=[CH:16][CH:15]=3)=[O:12])[N:10]=2)[CH:7]=1.[NH:20]1[CH:24]=[N:23][CH:22]=[N:21]1>C([O-])(=O)C.[Pd+2].C([O-])(=O)C.CN(C)C=O>[C:14]1([NH:13][C:11]([C:9]2[N:10]=[C:5]3[CH:4]=[CH:3][C:2]([C:24]4[N:23]=[CH:22][NH:21][N:20]=4)=[CH:7][N:6]3[CH:8]=2)=[O:12])[CH:19]=[CH:18][CH:17]=[CH:16][CH:15]=1 |f:2.3.4|. Reported procedure: 250 mg of 6-iodo-N-phenylimidazo[1,2-a]pyridine-2-carboxamide (Intermediate 2), 8 mL of N,N-dimethylformamide, 7.7 mg of palladium acetate, 197 mg of cuprous iodide and 71.3 mg of 1,2,4-triazole are placed in a microwave tube. The reaction mixture is heated for 2.5 hours in a microwave machine set at 200° C. The cooled reaction mixture is filtered, the insoluble matter is rinsed with N,N-dimethylformamide, dichloromethane and methanol and the combined filtrates are concentrated to dryness under ... The reactants are Cl, COC1CN(C(=O)OC(C)(C)C)CCC1OC(=O)c1cc(Cl)c(N)c2c1OCC2, [NH4+], C1CCOC1, [OH-]. Yields the product COC1CNCCC1OC(=O)c1cc(Cl)c(N)c2c1OCC2. As a reaction SMILES: [ClH:37].[NH2:1][c:2]1[c:3]([Cl:29])[cH:4][c:5]([C:11](=[O:12])[O:13][CH:14]2[CH:15]([O:27][CH3:28])[CH2:16][N:17]([C:20]([O:21][C:22]([CH3:23])([CH3:24])[CH3:25])=[O:26])[CH2:18][CH2:19]2)[c:6]2[c:7]1[CH2:8][CH2:9][O:10]2.[NH4+:31].[O:32]1[CH2:33][CH2:34][CH2:35][CH2:36]1.[OH-:30]>>[NH2:1][c:2]1[c:3]([Cl:29])[cH:4][c:5]([C:11](=[O:12])[O:13][CH:14]2[CH:15]([O:27][CH3:28])[CH2:16][NH:17][CH2:18][CH2:19]2)[c:6]2[c:7]1[CH2:8][CH2:9][O:10]2.